From a dataset of the Open Reaction Database (ORD), a public repository of structured organic reaction records. describe an organic reaction: reactants, conditions, products, and yield Reactants: CC1(OC(CN1)COC(C)C)C (2,2-dimethyl-5-isopropoxymethyl oxazolidine), C1(=CC=C(C=C1)S(=O)(=O)N=C=O)C (p-toluene sulfonyl isocyanate). Run in C1=CC=CC=C1 (benzene), C1=CC=CC=C1 (benzene). Yields the product CC1(OC(CN1C(NS(=O)(=O)C1=CC=C(C=C1)C)=O)COC(C)C)C (2,2-dimethyl-3-(p-toluene-sulfonyl carbamyl)5-isopropoxymethyl oxazolidine). As a reaction SMILES: [CH3:1][C:2]1([CH3:12])[NH:6][CH2:5][CH:4]([CH2:7][O:8][CH:9]([CH3:11])[CH3:10])[O:3]1.[C:13]1([CH3:25])[CH:18]=[CH:17][C:16]([S:19]([N:22]=[C:23]=[O:24])(=[O:21])=[O:20])=[CH:15][CH:14]=1>C1C=CC=CC=1>[CH3:1][C:2]1([CH3:12])[N:6]([C:23](=[O:24])[NH:22][S:19]([C:16]2[CH:17]=[CH:18][C:13]([CH3:25])=[CH:14][CH:15]=2)(=[O:20])=[O:21])[CH2:5][CH:4]([CH2:7][O:8][CH:9]([CH3:10])[CH3:11])[O:3]1. Procedure: To 20.8 milliliters of 25 percent w/v, 2,2-dimethyl-5-isopropoxymethyl oxazolidine solution in 50 milliliters of benzene was added 5.9 grams of p-toluene sulfonyl isocyanate. Upon completion of the reaction the solvent, benzene, was removed in vacuo. There was obtained 12.8 grams of the title compound, as a glass. Analytical data supports the structure. Reactants: Cl.N1CCC(CC1)N1CC2=CC=CC=C2CC1=O (2-(piperidin-4-yl)-1,2-dihydroisoquinolin-3(4H)-one hydrochloride), ClC1=CC2=C(C=3C=NNC13)CN(C([C@@H](C2)CC(N2CCC(CC2)N2C(NC1=CC=CC=C1C2)=O)=O)=O)CC(C)(C)C (4-Chloro-9-(2,2-dimethyl-propyl)-7-(S)-{2-oxo-2-[4-(2-oxo-1,4-dihydro-2H-quinazolin-3-yl)-piperidin-1-yl]-ethyl}-6,7,9,10-tetrahydro-3H-2,3,9-triaza-cyclohepta[e]inden-8-one). The product is ClC1=CC2=C(C=3C=NNC13)CN(C([C@@H](C2)CC(N2CCC(CC2)N2CC1=CC=CC=C1CC2=O)=O)=O)CC(C)(C)C ((S)-4-Chloro-9-neopentyl-7-(2-oxo-2-(4-(3-oxo-3,4-dihydroisoquinolin-2(1H)-yl)piperidin-1-yl)ethyl)-6,7,9,10-tetrahydroazepino[3,4-e]indazol-8(3H)-one). Isolated yield 35.0%. As a reaction SMILES: Cl.[NH:2]1[CH2:7][CH2:6][CH:5]([N:8]2[C:17](=[O:18])[CH2:16][C:15]3[C:10](=[CH:11][CH:12]=[CH:13][CH:14]=3)[CH2:9]2)[CH2:4][CH2:3]1.[Cl:19][C:20]1[C:28]2[NH:27][N:26]=[CH:25][C:24]=2[C:23]2[CH2:29][N:30]([CH2:55][C:56]([CH3:59])([CH3:58])[CH3:57])[C:31](=[O:54])[C@H:32]([CH2:34][C:35](=[O:53])N3CCC(N4CC5C(=CC=CC=5)NC4=O)CC3)[CH2:33][C:22]=2[CH:21]=1>>[Cl:19][C:20]1[C:28]2[NH:27][N:26]=[CH:25][C:24]=2[C:23]2[CH2:29][N:30]([CH2:55][C:56]([CH3:59])([CH3:58])[CH3:57])[C:31](=[O:54])[C@H:32]([CH2:34][C:35](=[O:53])[N:2]3[CH2:7][CH2:6][CH:5]([N:8]4[C:17](=[O:18])[CH2:16][C:15]5[C:10](=[CH:11][CH:12]=[CH:13][CH:14]=5)[CH2:9]4)[CH2:4][CH2:3]3)[CH2:33][C:22]=2[CH:21]=1 |f:0.1|. Procedure details: Title compound was prepared from 2-(piperidin-4-yl)-1,2-dihydroisoquinolin-3(4H)-one hydrochloride in a manner analogous to the preparation of 4-Chloro-9-(2,2-dimethyl-propyl)-7-(S)-{2-oxo-2-[4-(2-oxo-1,4-dihydro-2H-quinazolin-3-yl)-piperidin-1-yl]-ethyl}-6,7,9,10-tetrahydro-3H-2,3,9-triaza-cyclohepta[e]inden-8-one. Material was obtained as yellow solid in 35% yield. MS m/e (M+H)+=576.2. 1H NMR (500 MHz, DMSO-D6): δ=13.55 (s, 1H), 8.37 (s, 1H), 7.29 (s, 1H), 7.23 (dd, J1=7.63, J2=6.10, 4H), 5.37... Reactants: CC(CCN)(C)C (3,3-Dimethylbutan-1-amine), C(C)(C)(C)N1CCN(CC1)C1=C(C=O)C=C(C=C1F)F (2-(4-tert-butylpiperazin-1-yl)-3,5-difluorobenzaldehyde), S[C@H](C(=O)O)CC(=O)O ((S)-2-mercaptosuccinic acid). The solvent is C1(=CC=CC=C1)C (toluene). Conditions: temperature 80 celsius. The product is C(C)(C)(C)N1CCN(CC1)C1=C(C=C(C=C1F)F)C1S[C@H](C(N1CCC(C)(C)C)=O)CC(=O)O (2-((5S)-2-(2-(4-tert-butylpiperazin-1-yl)-3,5-difluorophenyl)-3-(3,3-dimethylbutyl)-4-oxothiazolidin-5-yl)acetic acid). The yield is 27.1%. RXN SMILES: [CH3:1][C:2]([CH3:7])([CH3:6])[CH2:3][CH2:4][NH2:5].[C:8]([N:12]1[CH2:17][CH2:16][N:15]([C:18]2[C:25]([F:26])=[CH:24][C:23]([F:27])=[CH:22][C:19]=2[CH:20]=O)[CH2:14][CH2:13]1)([CH3:11])([CH3:10])[CH3:9].[SH:28][C@@H:29]([CH2:33][C:34]([OH:36])=[O:35])[C:30](O)=[O:31]>C1(C)C=CC=CC=1>[C:8]([N:12]1[CH2:13][CH2:14][N:15]([C:18]2[C:25]([F:26])=[CH:24][C:23]([F:27])=[CH:22][C:19]=2[CH:20]2[N:5]([CH2:4][CH2:3][C:2]([CH3:7])([CH3:6])[CH3:1])[C:30](=[O:31])[C@H:29]([CH2:33][C:34]([OH:36])=[O:35])[S:28]2)[CH2:16][CH2:17]1)([CH3:11])([CH3:10])[CH3:9]. Procedure details: 3,3-Dimethylbutan-1-amine (0.7 g, 6.8 mmol) and 2-(4-tert-butylpiperazin-1-yl)-3,5-difluorobenzaldehyde (0.96 g, 3.4 mmol) were combined in toluene and heated to reflux overnight with a Dean-Stark trap attached. The reaction mixture was concentrated to a brown oil. This oil was redissolved in toluene and (S)-2-mercaptosuccinic acid (510 mg, 3.4 mmol) was added. The reaction mixture was heated at 80° C. for 16 hrs., concentrated to an oil, and triturated with ether to give a beige solid, which wa... Starting materials: C(C)(C)(C)OC(=O)N1C(C=2N(CC1)C(=NC2)CC)COC2=CC=C(C=C2)C(F)(F)F (3-ethyl-8-(4-trifluoromethyl-phenoxymethyl)-5,6-dihydro-8H-imidazo[1,5-a]pyrazine-7-carboxylic acid tert-butyl ester), C(Cl)Cl.CO (DCM MeOH). Product: C(C)(C)(C)OC(=O)N1C(C=2N(CC1)C(=NC2Cl)CC)COC2=CC=C(C=C2)C(F)(F)F (1-chloro-3-ethyl-8-(4-trifluoromethyl-phenoxymethyl)-5,6-dihydro-8H-imidazo[1,5-a]pyrazine-7-carboxylic acid tert-butyl ester). RXN SMILES: [C:1]([O:5][C:6]([N:8]1[CH2:13][CH2:12][N:11]2[C:14]([CH2:17][CH3:18])=[N:15][CH:16]=[C:10]2[CH:9]1[CH2:19][O:20][C:21]1[CH:26]=[CH:25][C:24]([C:27]([F:30])([F:29])[F:28])=[CH:23][CH:22]=1)=[O:7])([CH3:4])([CH3:3])[CH3:2].C(Cl)[Cl:32].CO>>[C:1]([O:5][C:6]([N:8]1[CH2:13][CH2:12][N:11]2[C:14]([CH2:17][CH3:18])=[N:15][C:16]([Cl:32])=[C:10]2[CH:9]1[CH2:19][O:20][C:21]1[CH:22]=[CH:23][C:24]([C:27]([F:28])([F:29])[F:30])=[CH:25][CH:26]=1)=[O:7])([CH3:2])([CH3:3])[CH3:4] |f:1.2|. Procedure details: Subsequent chlorination (70° C.; 3 h) of 3-ethyl-8-(4-trifluoromethyl-phenoxymethyl)-5,6-dihydro-8H-imidazo[1,5-a]pyrazine-7-carboxylic acid tert-butyl ester (0.664 g; 1.561 mmol), and purification by FC (DCM/MeOH=80/1) afforded 1-chloro-3-ethyl-8-(4-trifluoromethyl-phenoxymethyl)-5,6-dihydro-8H-imidazo[1,5-a]pyrazine-7-carboxylic acid tert-butyl ester as a yellow solid (0.381 g; 53%). LC-MS: tR=1.04 min.; [M+H]+=460.23 g/mol. The reactants are CCCCCCC#CCCBr, CC(=O)O, CN1CCCC1c1cccnc1. The product is [Br-], CCCCCCC#CCC[n+]1cccc(C2CCCN2C)c1. Reaction SMILES: [Br:13][CH2:14][CH2:15][C:16]#[C:17][CH2:18][CH2:19][CH2:20][CH2:21][CH2:22][CH3:23].[C:24]([OH:25])(=[O:26])[CH3:27].[CH:1]1([c:7]2[cH:8][cH:9][cH:10][n:11][cH:12]2)[CH2:2][CH2:3][CH2:4][N:5]1[CH3:6]>>[Br-:13].[CH:1]1([c:7]2[cH:8][cH:9][cH:10][n+:11]([CH2:14][CH2:15][C:16]#[C:17][CH2:18][CH2:19][CH2:20][CH2:21][CH2:22][CH3:23])[cH:12]2)[CH2:2][CH2:3][CH2:4][N:5]1[CH3:6].